This data is from the Open Reaction Database (ORD), a public repository of structured organic reaction records. The task is: describe an organic reaction: reactants, conditions, products, and yield The reactants are CCc1cc(OCC=C(Cl)Cl)cc(CC)c1OCCCCOCC=O, Cl, Cl, NO, c1ccncc1. The product is CCc1cc(OCC=C(Cl)Cl)cc(CC)c1OCCCCOCC=NO. As a reaction SMILES: [CH2:1]([CH3:2])[c:3]1[c:4]([O:5][CH2:6][CH2:7][CH2:8][CH2:9][O:10][CH2:11][CH:12]=[O:13])[c:14]([CH2:24][CH3:25])[cH:15][c:16]([O:18][CH2:19][CH:20]=[C:21]([Cl:22])[Cl:23])[cH:17]1.[ClH:26].[ClH:29].[NH2:27][OH:28].[cH:30]1[cH:31][cH:32][n:33][cH:34][cH:35]1>>[CH2:1]([CH3:2])[c:3]1[c:4]([O:5][CH2:6][CH2:7][CH2:8][CH2:9][O:10][CH2:11][CH:12]=[N:27][OH:28])[c:14]([CH2:24][CH3:25])[cH:15][c:16]([O:18][CH2:19][CH:20]=[C:21]([Cl:22])[Cl:23])[cH:17]1. Reactants: Brc1ccc2c(c1)CCCN2, O=C([O-])[O-], COc1ccc(CCl)cc1, CN(C)C=O, [I-], [K+], [K+], [Na+]. Yields the product COc1ccc(CN2CCCc3cc(Br)ccc32)cc1. As a reaction SMILES: [Br:1][c:2]1[cH:3][c:4]2[c:9]([cH:10][cH:11]1)[NH:8][CH2:7][CH2:6][CH2:5]2.[C:12](=[O:13])([O-:14])[O-:15].[CH3:20][O:21][c:22]1[cH:23][cH:24][c:25]([CH2:26][Cl:27])[cH:28][cH:29]1.[CH3:30][N:31]([CH3:32])[CH:33]=[O:34].[I-:19].[K+:16].[K+:17].[Na+:18]>>[Br:1][c:2]1[cH:3][c:4]2[c:9]([cH:10][cH:11]1)[N:8]([CH2:26][c:25]1[cH:24][cH:23][c:22]([O:21][CH3:20])[cH:29][cH:28]1)[CH2:7][CH2:6][CH2:5]2. The reactants are COC(=O)c1nc(NCCCCCCNC(=O)OC(C)(C)C)c2cccnc2c1OCc1ccccc1, CO, Cl, [Na+], [OH-], O. Yields the product CC(C)(C)OC(=O)NCCCCCCNc1nc(C(=O)O)c(OCc2ccccc2)c2ncccc12. As a reaction SMILES: [CH2:1]([c:2]1[cH:3][cH:4][cH:5][cH:6][cH:7]1)[O:8][c:9]1[c:10]([C:34](=[O:35])[O:36][CH3:37])[n:11][c:12]([NH:19][CH2:20][CH2:21][CH2:22][CH2:23][CH2:24][CH2:25][NH:26][C:27](=[O:28])[O:29][C:30]([CH3:31])([CH3:32])[CH3:33])[c:13]2[cH:14][cH:15][cH:16][n:17][c:18]12.[CH3:42][OH:43].[ClH:40].[Na+:39].[OH-:38].[OH2:41]>>[CH2:1]([c:2]1[cH:3][cH:4][cH:5][cH:6][cH:7]1)[O:8][c:9]1[c:10]([C:34](=[O:35])[OH:36])[n:11][c:12]([NH:19][CH2:20][CH2:21][CH2:22][CH2:23][CH2:24][CH2:25][NH:26][C:27](=[O:28])[O:29][C:30]([CH3:31])([CH3:32])[CH3:33])[c:13]2[cH:14][cH:15][cH:16][n:17][c:18]12. Starting materials: COC([C@H](CC1=CC=C(C=C1)N)NC(=O)OC(C)(C)C)=O ((S)-3-[4-aminophenyl]-2-tert-butoxycarbonylamino-propionic acid methyl ester), ClC1=C(C(=O)Cl)C(=CC=C1)Cl (2,6-dichlorobenzoyl chloride), CCN(C(C)C)C(C)C (DIPEA). The solvent is ClCCl (dichloromethane). Reaction conditions: time 15 hour. Yields the product COC([C@H](CC1=CC=C(C=C1)NC(C1=C(C=CC=C1Cl)Cl)=O)NC(=O)OC(C)(C)C)=O ((S)-2-tert-butoxycarbonylamino-3-[4-(2,6-dichlorobenzoylamino)phenyl]propionic acid methyl ester). Yield: 88.5%. Reaction SMILES: [CH3:1][O:2][C:3](=[O:21])[C@@H:4]([NH:13][C:14]([O:16][C:17]([CH3:20])([CH3:19])[CH3:18])=[O:15])[CH2:5][C:6]1[CH:11]=[CH:10][C:9]([NH2:12])=[CH:8][CH:7]=1.[Cl:22][C:23]1[CH:31]=[CH:30][CH:29]=[C:28]([Cl:32])[C:24]=1[C:25](Cl)=[O:26].CCN(C(C)C)C(C)C>ClCCl>[CH3:1][O:2][C:3](=[O:21])[C@@H:4]([NH:13][C:14]([O:16][C:17]([CH3:18])([CH3:20])[CH3:19])=[O:15])[CH2:5][C:6]1[CH:11]=[CH:10][C:9]([NH:12][C:25](=[O:26])[C:24]2[C:23]([Cl:22])=[CH:31][CH:30]=[CH:29][C:28]=2[Cl:32])=[CH:8][CH:7]=1. Procedure details: To a solution of (S)-3-[4-aminophenyl]-2-tert-butoxycarbonylamino-propionic acid methyl ester (37.57 g, 127.6 mmol) and 2,6-dichlorobenzoyl chloride (29.45 g, 140.6 mmol) in dichloromethane (350 mL) was added DIPEA (24.8 g, 192 mmol) at room temperature. The brown solution was stirred for 15 h at room temperature to afford a white suspension at this time TLC analysis of the mixture indicated the absence of starting material. Then, the solids were collected by filtration and the solids were washe... Yields the product C(C)OC(=O)[C@]1([C@@H]2[C@]([C@@H]2C[C@H]1N=[N+]=[N-])(C(=O)OCC)F)N=[N+]=[N-] ((1R,2R,3R,5R,6R)-2,3-diazido-6-fluoro-bicyclo[3.1.0]hexane-2,6-dicarboxylic acid diethyl ester). The solvent is CN(C=O)C (N,N-dimethylformamide). RXN SMILES: [N-:1]=[N+:2]=[N-:3].[Na+].[CH2:5]([O:7][C:8]([C@:10]1([N:30]=[N+:31]=[N-:32])[C@@H:15](OS(C(F)(F)F)(=O)=O)[CH2:14][C@@H:13]2[C@H:11]1[C@@:12]2([F:29])[C:24]([O:26][CH2:27][CH3:28])=[O:25])=[O:9])[CH3:6].C(OCC)C>CN(C)C=O>[CH2:5]([O:7][C:8]([C@:10]1([N:30]=[N+:31]=[N-:32])[C@H:15]([N:1]=[N+:2]=[N-:3])[CH2:14][C@@H:13]2[C@H:11]1[C@@:12]2([F:29])[C:24]([O:26][CH2:27][CH3:28])=[O:25])=[O:9])[CH3:6] |f:0.1|. The yield is 93.0%. The reactants are [N-]=[N+]=[N-].[Na+] (sodium azide), C(C)OC(=O)[C@]1([C@@H]2[C@]([C@@H]2C[C@@H]1OS(=O)(=O)C(F)(F)F)(C(=O)OCC)F)N=[N+]=[N-] ((1R,2R,3S,5R,6R)-2-azido-6-fluoro-3-trifluoromethanesulfonyloxy-bicyclo[3.1.0]hexane-2,6-dicarboxylic acid diethyl ester), C(C)OCC (diethyl ether). Run at time 30 minute. Procedure: 56 mg of sodium azide was added to 250 mg of (1R,2R,3S,5R,6R)-2-azido-6-fluoro-3-trifluoromethanesulfonyloxy-bicyclo[3.1.0]hexane-2,6-dicarboxylic acid diethyl ester dissolved in 5 mL of N,N-dimethylformamide, and the mixture was stirred for 30 minutes at room temperature. After 100 mL of diethyl ether was added to the reaction solution, this ether solution was washed four times with water and then dried over anhydrous sodium sulfate. The desiccant was filtered off, and the filtrate was concentr...